This data is from the Open Reaction Database (ORD), a public repository of structured organic reaction records. The task is: describe an organic reaction: reactants, conditions, products, and yield Starting materials: N#Cc1ncc(Br)cc1Oc1ccc(F)cc1, [Na+], [OH-], O, O=S(=O)(O)O. Product: NC(=O)c1ncc(Br)cc1Oc1ccc(F)cc1. Reaction SMILES: [Br:1][c:2]1[cH:3][c:4]([O:10][c:11]2[cH:12][cH:13][c:14]([F:17])[cH:15][cH:16]2)[c:5]([C:8]#[N:9])[n:6][cH:7]1.[Na+:24].[OH-:23].[OH2:25].[S:18]([OH:19])(=[O:20])(=[O:21])[OH:22]>>[Br:1][c:2]1[cH:3][c:4]([O:10][c:11]2[cH:12][cH:13][c:14]([F:17])[cH:15][cH:16]2)[c:5]([C:8]([NH2:9])=[O:19])[n:6][cH:7]1.